From a dataset of the Open Reaction Database (ORD), a public repository of structured organic reaction records. describe an organic reaction: reactants, conditions, products, and yield Starting materials: CC(=O)OC(C)=O, CCCCN=Cc1ccccc1SCCCCCl, CC(=O)C[N+](=O)[O-], c1ccccc1. Yields the product CC(=O)C(=Cc1ccccc1SCCCCCl)[N+](=O)[O-]. Reaction SMILES: [CH3:19][C:20]([O:21][C:22](=[O:23])[CH3:24])=[O:25].[Cl:1][CH2:2][CH2:3][CH2:4][CH2:5][S:6][c:7]1[c:8]([CH:13]=[N:14][CH2:15][CH2:16][CH2:17][CH3:18])[cH:9][cH:10][cH:11][cH:12]1.[N+:26](=[O:27])([O-:28])[CH2:29][C:30]([CH3:31])=[O:32].[cH:33]1[cH:34][cH:35][cH:36][cH:37][cH:38]1>>[Cl:1][CH2:2][CH2:3][CH2:4][CH2:5][S:6][c:7]1[c:8]([CH:13]=[C:29]([N+:26](=[O:27])[O-:28])[C:30]([CH3:31])=[O:32])[cH:9][cH:10][cH:11][cH:12]1. The reactants are CC(C)(C)OC(=O)N1CCc2c(sc3ncnc(Cl)c23)C1, CC(C)O, Nc1ccc(OCc2ccccn2)c(Cl)c1, Cl, C1COCCO1. The product is CC(C)(C)OC(=O)N1CCc2c(sc3ncnc(Nc4ccc(OCc5ccccn5)c(Cl)c4)c23)C1. RXN SMILES: [C:1]([CH3:2])([CH3:3])([CH3:4])[O:5][C:6](=[O:7])[N:8]1[CH2:9][CH2:10][c:11]2[c:12]3[c:13]([Cl:21])[n:14][cH:15][n:16][c:17]3[s:18][c:19]2[CH2:20]1.[CH:39]([OH:40])([CH3:41])[CH3:42].[Cl:22][c:23]1[cH:24][c:25]([NH2:37])[cH:26][cH:27][c:28]1[O:29][CH2:30][c:31]1[n:32][cH:33][cH:34][cH:35][cH:36]1.[ClH:38].[O:43]1[CH2:44][CH2:45][O:46][CH2:47][CH2:48]1>>[C:1]([CH3:2])([CH3:3])([CH3:4])[O:5][C:6](=[O:7])[N:8]1[CH2:9][CH2:10][c:11]2[c:12]3[c:13]([NH:37][c:25]4[cH:24][c:23]([Cl:22])[c:28]([O:29][CH2:30][c:31]5[n:32][cH:33][cH:34][cH:35][cH:36]5)[cH:27][cH:26]4)[n:14][cH:15][n:16][c:17]3[s:18][c:19]2[CH2:20]1. Reactants: COC1CCC(CC1)C(=O)O (4-Methoxycyclohexanecarboxylic acid). The solvent is O1CCCC1 (tetrahydrofuran). Reaction conditions: time 1 hour. The product is COC1CCC(CC1)CO ((4-methoxycyclohexyl)methanol). Reaction SMILES: [CH3:1][O:2][CH:3]1[CH2:8][CH2:7][CH:6]([C:9](O)=[O:10])[CH2:5][CH2:4]1>O1CCCC1>[CH3:1][O:2][CH:3]1[CH2:8][CH2:7][CH:6]([CH2:9][OH:10])[CH2:5][CH2:4]1. Reported procedure: 4-Methoxycyclohexanecarboxylic acid (7 g) in tetrahydrofuran (20 mL) was treated with 1 M (in tetrahydrofuran) borane-tetrahydrofuran complex (100 mL) overnight. The mixture was concentrated and the residue was dissolved in methanol (100 mL) and concentrated HCl (10 mL). The resulting mixture was stirred for 1 hour and concentrated. The residue was dissolved in dichloromethane and washed with water. The organic layer was dried over Na2SO4, filtered, and concentrated to give the title compound. Starting materials: CC1(C)CCC(CN(C=O)OCc2ccccc2)(C(=O)NNc2nccc(C(F)(F)F)n2)CC1, CO. Yields the product CC1(C)CCC(CN(O)C=O)(C(=O)NNc2nccc(C(F)(F)F)n2)CC1. Reaction SMILES: [CH2:1]([c:2]1[cH:3][cH:4][cH:5][cH:6][cH:7]1)[O:8][N:9]([CH:10]=[O:11])[CH2:12][C:13]1([C:21](=[O:22])[NH:23][NH:24][c:25]2[n:26][cH:27][cH:28][c:29]([C:31]([F:32])([F:33])[F:34])[n:30]2)[CH2:14][CH2:15][C:16]([CH3:19])([CH3:20])[CH2:17][CH2:18]1.[CH3:35][OH:36]>>[OH:8][N:9]([CH:10]=[O:11])[CH2:12][C:13]1([C:21](=[O:22])[NH:23][NH:24][c:25]2[n:26][cH:27][cH:28][c:29]([C:31]([F:32])([F:33])[F:34])[n:30]2)[CH2:14][CH2:15][C:16]([CH3:19])([CH3:20])[CH2:17][CH2:18]1.